Dataset: the Open Reaction Database (ORD), a public repository of structured organic reaction records. Task: describe an organic reaction: reactants, conditions, products, and yield Reactants: ClC1=C(C=CC=C1O)[C@@H](C)OC1=C(SC(=C1)N1C=NC2=C1C=CC(=C2)OC(F)(F)F)C(=O)OC (methyl 3-{[(1R)-1-(2-chloro-3-hydroxyphenyl)ethyl]oxy}-5-{5-[(trifluoromethyl)oxy]-1H-benzimidazol-1-yl}-2-thiophenecarboxylate), ClC1=C(C=CC=C1O)[C@@H](C)OC1=C(SC(=C1)N1C=NC2=C1C=CC(=C2)OC(F)(F)F)C(=O)OC (methyl 3-{[(1R)-1-(2-chloro-3-hydroxyphenyl)ethyl]oxy}-5-{5-[(trifluoromethyl)oxy]-1H-benzimidazol-1-yl}-2-thiophenecarboxylate), CN1CCC(CC1)O (1-methyl-4-piperidinol), C1(=CC=CC=C1)P(C1=CC=CC=C1)C1=CC=CC=C1 (triphenylphosphine), N(=NC(=O)OC(C)(C)C)C(=O)OC(C)(C)C (di-tert-butyl azodicarboxylate). Solvent: C(Cl)Cl (DCM). Conditions: time 1 hour. Product: ClC1=C(C=CC=C1OC1CCN(CC1)C)[C@@H](C)OC1=C(SC(=C1)N1C=NC2=C1C=CC(=C2)OC(F)(F)F)C(=O)OC (methyl 3-[((1R)-1-{2-chloro-3-[(1-methyl-4-piperidinyl)oxy]phenyl}ethyl)oxy]-5-{5-[(trifluoromethyl)oxy]-1H-benzimidazol-1-yl}-2-thiophenecarboxylate). Yield: 97.1%. RXN SMILES: [Cl:1][C:2]1[C:7]([OH:8])=[CH:6][CH:5]=[CH:4][C:3]=1[C@H:9]([O:11][C:12]1[CH:16]=[C:15]([N:17]2[C:21]3[CH:22]=[CH:23][C:24]([O:26][C:27]([F:30])([F:29])[F:28])=[CH:25][C:20]=3[N:19]=[CH:18]2)[S:14][C:13]=1[C:31]([O:33][CH3:34])=[O:32])[CH3:10].[CH3:35][N:36]1[CH2:41][CH2:40][CH:39](O)[CH2:38][CH2:37]1.C1(P(C2C=CC=CC=2)C2C=CC=CC=2)C=CC=CC=1.N(C(OC(C)(C)C)=O)=NC(OC(C)(C)C)=O>C(Cl)Cl>[Cl:1][C:2]1[C:7]([O:8][CH:39]2[CH2:40][CH2:41][N:36]([CH3:35])[CH2:37][CH2:38]2)=[CH:6][CH:5]=[CH:4][C:3]=1[C@H:9]([O:11][C:12]1[CH:16]=[C:15]([N:17]2[C:21]3[CH:22]=[CH:23][C:24]([O:26][C:27]([F:29])([F:30])[F:28])=[CH:25][C:20]=3[N:19]=[CH:18]2)[S:14][C:13]=1[C:31]([O:33][CH3:34])=[O:32])[CH3:10]. Procedure: To a slurry of methyl 3-{[(1R)-1-(2-chloro-3-hydroxyphenyl)ethyl]oxy}-5-{5-[(trifluoromethyl)oxy]-1H-benzimidazol-1-yl}-2-thiophenecarboxylate (Intermediate 25, 0.18 g, 0.35 mmol) and 1-methyl-4-piperidinol (0.12 g, 1.1 mmol) in DCM (10 mL) was added triphenylphosphine (0.18 g, 0.70 mmol) and di-tert-butyl azodicarboxylate (0.16 g, 0.70 mmol). The clear, yellow solution was stirred for 1 h, and then silica gel (3 g) was added. The volatiles were evaporated under reduced pressure and the residue ... Starting materials: BrC=1C(=CN=C2C=CC(=NC12)OC)F (8-bromo-7-fluoro-2-methoxy-[1,5]naphthyridine), C1(=CC=CC=C1)/C=C/B(O)O (trans-phenylvinyl boronic acid), C(=O)([O-])[O-].[K+].[K+] (K2CO3). Conditions: time 5 minute. The product is FC1=CN=C2C=CC(=NC2=C1\C=C\C1=CC=CC=C1)OC (trans-7-fluoro-2-methoxy-8-styryl-[1,5]naphthyridine). Isolated yield 94.4%. As a reaction SMILES: Br[C:2]1[C:3]([F:14])=[CH:4][N:5]=[C:6]2[C:11]=1[N:10]=[C:9]([O:12][CH3:13])[CH:8]=[CH:7]2.[C:15]1(/[CH:21]=[CH:22]/B(O)O)[CH:20]=[CH:19][CH:18]=[CH:17][CH:16]=1.C([O-])([O-])=O.[K+].[K+]>>[F:14][C:3]1[C:2](/[CH:22]=[CH:21]/[C:15]2[CH:20]=[CH:19][CH:18]=[CH:17][CH:16]=2)=[C:11]2[C:6]([CH:7]=[CH:8][C:9]([O:12][CH3:13])=[N:10]2)=[N:5][CH:4]=1 |f:2.3.4|. Reported procedure: 8-bromo-7-fluoro-2-methoxy-[1,5]naphthyridine (prepared as in WO 2004/058144; 7 g, 27.2 mmol), trans-phenylvinyl boronic acid (4.23 g, 1.05 eq) and K2CO3 (4.9 g) were introduced in a two-necked flask. The atmosphere was flushed with nitrogen and dioxane (40 ml) and water (10 ml) were added. The mixture was stirred at rt for 5 min and Pd(PPh3)4 (1.56 g, 5 mol %) was added. The mixture was heated at reflux overnight. After cooling, the solvent was evaporated in vacuo and the residue was extracted ... As a reaction SMILES: N[C:2]1[C:3]([C:16]#[N:17])=[CH:4][C:5]([C:12]([F:15])([F:14])[F:13])=[C:6]([CH:11]=1)[C:7]([O:9][CH3:10])=[O:8].[I:18]CI.N(OCCC(C)C)=O>C1COCC1.[Cu]I>[C:16]([C:3]1[C:2]([I:18])=[CH:11][C:6]([C:7]([O:9][CH3:10])=[O:8])=[C:5]([C:12]([F:15])([F:14])[F:13])[CH:4]=1)#[N:17]. The reactants are ICI (diiodomethane), NC=1C(=CC(=C(C(=O)OC)C1)C(F)(F)F)C#N (Methyl 5-amino-4-cyano-2-(trifluoromethyl)benzoate), N(=O)OCCC(C)C (isoamyl nitrite). Yields the product C(#N)C1=CC(=C(C(=O)OC)C=C1I)C(F)(F)F (methyl 4-cyano-5-iodo-2-(trifluoromethyl)benzoate). The reagents and catalysts are [Cu]I (Copper (I) iodide). Run in C1CCOC1 (THF). Procedure details: Methyl 5-amino-4-cyano-2-(trifluoromethyl)benzoate (250 mg, 1.02 mmol) was dissolved in THF (6 mL), and the mixture was sparged with nitrogen for 15 minutes. Copper (I) iodide (195 mg, 1.02 mmol) and diiodomethane (0.4 mL, 4.95 mmol) were added followed by isoamyl nitrite (0.4 mL, 3.01 mmol), and the mixture was stirred at reflux for 2.5 h. The mixture was cooled to ambient temperature and then was partitioned between ethyl acetate and 1N hydrochloric acid. The aqueous portion was extracted with... Isolated yield 48.0%. The reactants are C1CCNC1, CC(=O)O, [Na+], [OH-], O, CN1CCN(C(=O)c2cc3ccccc3[nH]2)CC1. The product is CN1CCN(C(=O)c2[nH]c3ccccc3c2CN2CCCC2)CC1. As a reaction SMILES: [CH2:19]1[CH2:20][CH2:21][NH:22][CH2:23]1.[CH3:27][C:28](=[O:29])[OH:30].[Na+:26].[OH-:25].[OH2:24].[nH:1]1[c:2]([C:10](=[O:11])[N:12]2[CH2:13][CH2:14][N:15]([CH3:18])[CH2:16][CH2:17]2)[cH:3][c:4]2[cH:5][cH:6][cH:7][cH:8][c:9]12>>[nH:1]1[c:2]([C:10](=[O:11])[N:12]2[CH2:13][CH2:14][N:15]([CH3:18])[CH2:16][CH2:17]2)[c:3]([CH2:27][N:22]2[CH2:21][CH2:20][CH2:19][CH2:23]2)[c:4]2[cH:5][cH:6][cH:7][cH:8][c:9]12. Procedure: The general procedure of Example 8 is repeated except that a solution of 1 M nitric acid and 100 ppm hydroquinone is charged to the catholyte compartment. A solution of 4 M nitric acid is charged to the anolyte compartment. Concentrated nitric acid is added to the catholyte compartment to maintain the nitric acid concentration between 0.5 M and 1 M under application of an electrical current. While maintaining the temperature between 5° C. and 10° C., a current of 20 amps (5 ASI) and a cell volta... RXN SMILES: [N+:1]([O-:4])([OH:3])=[O:2].C1(C=CC(O)=CC=1)O>>[N+:1]([O-:4])([O-:3])=[O:2].[OH:2][NH3+:1].[N+:1]([O-:4])([OH:3])=[O:2].[N+:1]([O-:4])([O-:3])=[O:2].[NH4+:1] |f:2.3,5.6|. Reactants: C1(O)=CC=C(O)C=C1 (hydroquinone), [N+](=O)(O)[O-] (nitric acid), [N+](=O)(O)[O-] (nitric acid), [N+](=O)(O)[O-] (nitric acid), [N+](=O)(O)[O-] (nitric acid). The product is [N+](=O)([O-])[O-].O[NH3+] (hydroxylammonium nitrate), [N+](=O)(O)[O-] (nitric acid), [N+](=O)([O-])[O-].[NH4+] (ammonium nitrate). Reaction SMILES: Cl.[Cl:2][C:3]1[N:8]=[N:7][C:6]2[CH2:9][NH:10][CH2:11][CH2:12][C:5]=2[CH:4]=1.Cl[CH:14]1[CH2:19][N:18]([CH:20]2[CH2:23][CH2:22][CH2:21]2)[CH2:17][CH2:16][NH:15]1.[C:24](N)(=[O:26])[CH3:25].C([O-])([O-])=O.[K+].[K+].[Na+].[I-]>C(#N)C.O>[CH:20]1([N:18]2[CH2:17][CH2:16][N:15]([C:24](=[O:26])[CH2:25][N:10]3[CH2:11][CH2:12][C:5]4[CH:4]=[C:3]([Cl:2])[N:8]=[N:7][C:6]=4[CH2:9]3)[CH2:14][CH2:19]2)[CH2:23][CH2:22][CH2:21]1 |f:0.1,2.3,4.5.6,7.8|. Starting materials: Cl.ClC1=CC2=C(N=N1)CNCC2 (3-chloro-5,6,7,8-tetrahydropyrido[3,4-c]pyridazine hydrogen chloride salt), ClC1NCCN(C1)C1CCC1.C(C)(=O)N (2-chloro-(4-cyclobutyl-piperazine) acetamide), C(=O)([O-])[O-].[K+].[K+] (K2CO3), [Na+].[I-] (NaI). Run at time 8 hour. The solvent is O (Water), C(C)#N (acetonitrile). Procedure: To a stirred solution of 3-chloro-5,6,7,8-tetrahydropyrido[3,4-c]pyridazine hydrogen chloride salt (0.9 g) in acetonitrile (10.0 ml) is added 2-chloro-(4-cyclobutyl-piperazine)-acetamide (1 g), K2CO3 (1.6 g), and NaI (50 mg). The resulting mixture is stirred at rt overnight. Water (20.0 ml) is added to quench the reaction, and then the acetonitrile is evaporated. The residue is extracted with DCM (20 ml×3). The combined organic phase is dried over sodium sulfate, and the solvent is removed under... The product is C1(CCC1)N1CCN(CC1)C(CN1CC=2N=NC(=CC2CC1)Cl)=O (7-[2-(4-cyclobutylpiperazin-1-yl)-2-oxoethyl]-3-chloro-5,6,7,8-tetrahydropyrido[3,4-c]pyridazine). Reactants: FC1=C(C=CC(=C1)I)NC1=C(C(=O)O)C=CN=C1 (3-[(2-fluoro-4-iodophenyl)amino]isonicotinic acid), FC1=C(C=CC(=C1)I)NC1=C(C(=O)O)C=CN=C1 (3-[(2-fluoro-4-iodophenyl)amino]isonicotinic acid), C1(CCCCC1)N (cyclohexylamine). Yields the product C1(CCCCC1)NC(C1=C(C=NC=C1)NC1=C(C=C(C=C1)I)F)=O (N-cyclohexyl-3-[(2-fluoro-4-iodophenyl)amino]isonicotinamide). RXN SMILES: [F:1][C:2]1[CH:7]=[C:6]([I:8])[CH:5]=[CH:4][C:3]=1[NH:9][C:10]1[CH:18]=[N:17][CH:16]=[CH:15][C:11]=1[C:12]([OH:14])=O.[CH:19]1([NH2:25])[CH2:24][CH2:23][CH2:22][CH2:21][CH2:20]1>>[CH:19]1([NH:25][C:12](=[O:14])[C:11]2[CH:15]=[CH:16][N:17]=[CH:18][C:10]=2[NH:9][C:3]2[CH:4]=[CH:5][C:6]([I:8])=[CH:7][C:2]=2[F:1])[CH2:24][CH2:23][CH2:22][CH2:21][CH2:20]1. Procedure: N-cyclohexyl-3-[(2-fluoro-4-iodophenyl)amino]isonicotinamide was synthesized according to the procedure for General Method 1, outlined above, starting with 0.33 mmol of 3-[(2-fluoro-4-iodophenyl)amino]isonicotinic acid (intermediate 1) and 0.42 mmol of cyclohexylamine. LC/MS [10.52 min; 440 (M+1)] The reactants are FC1=C(C#N)C=C(C=C1)C (2-fluoro-5-methylbenzonitrile), C1C(C)OC2(CCNCC2)O1 (4-piperidone propylene ketal). Run in CN(C)C=O (DMF), CCOCC (ether), C([O-])([O-])=O.[Na+].[Na+] (sodium carbonate). Product: C1C(C)OC2(CCN(CC2)C2=C(C=C(C=C2)C)C#N)O1 (N-(2-Cyano-4-methylphenyl)-4-piperidone propylene ketal). Reaction SMILES: F[C:2]1[CH:9]=[CH:8][C:7]([CH3:10])=[CH:6][C:3]=1[C:4]#[N:5].[CH2:11]1[O:21][C:15]2([CH2:20][CH2:19][NH:18][CH2:17][CH2:16]2)[O:14][CH:12]1[CH3:13]>CN(C=O)C.CCOCC.C(=O)([O-])[O-].[Na+].[Na+]>[CH2:11]1[O:21][C:15]2([CH2:20][CH2:19][N:18]([C:2]3[CH:9]=[CH:8][C:7]([CH3:10])=[CH:6][C:3]=3[C:4]#[N:5])[CH2:17][CH2:16]2)[O:14][CH:12]1[CH3:13] |f:4.5.6|. Reported procedure: A solution of 2-fluoro-5-methylbenzonitrile (2.76 g, 20.4 mmol) and 4-piperidone propylene ketal (3.39 g, 21.5 mmol) in DMF (50 mL) was heated in an oil bath (90° C., 20 h). The mixture was diluted with ether and sodium carbonate solution. The aqueous layer was extracted with two additional portions of ether and the combined organic extracts were washed with brine, dried over Na2SO4, and concentrated under reduced pressure. PCTLC (SiO2, 6 mm, 50-0% hexane/CHCl3) afforded the title compound (29).